Dataset: the Open Reaction Database (ORD), a public repository of structured organic reaction records. Task: describe an organic reaction: reactants, conditions, products, and yield Starting materials: C=CCCCCCC (1-octene), [O-]O.C(C)C1=CC=CC=C1 (ethylbenzene hydroperoxide), olefin, [O-]O (hydroperoxide). Reagents/catalysts: [Ti] (titanium), catalyst. Yields the product C(C)C1=CC=CC=C1 (ethyl benzene), CCCCCCCCC (nonane). Yield: 10.9%. As a reaction SMILES: [O-]O.[CH2:3]=[CH:4][CH2:5][CH2:6][CH2:7][CH2:8][CH2:9][CH3:10].[O-]O.[CH2:13]([C:15]1[CH:20]=[CH:19][CH:18]=[CH:17][CH:16]=1)[CH3:14]>[Ti]>[CH2:4]([C:5]1[CH:10]=[CH:9][CH:8]=[CH:7][CH:6]=1)[CH3:3].[CH3:3][CH2:16][CH2:17][CH2:18][CH2:19][CH2:20][CH2:15][CH2:13][CH3:14] |f:2.3|. Reported procedure: This example demonstrates the utility of titanium-containing catalysts prepared in accordance with the present invention in an olefin epoxidation reaction using an organic hydroperoxide. In each run, catalyst (0.5 g) was added to a 4-neck round bottom flask equipped with a condenser, thermocouple, stir bar and a sampling port. A mixture containing 17.9 g 1-octene, 10 g of an ethylbenzene hydroperoxide solution obtained by air oxidation of ethyl benzene, and 1 g nonane (internal standard) was add...